Dataset: the Open Reaction Database (ORD), a public repository of structured organic reaction records. Task: describe an organic reaction: reactants, conditions, products, and yield Reaction SMILES: I[C:2]1[CH:3]=[C:4]([C:8]2[N:9]=[C:10]3[C:16]([C:17](=[O:22])[C:18]([CH3:21])([CH3:20])[CH3:19])=[CH:15][N:14](COCC[Si](C)(C)C)[C:11]3=[N:12][CH:13]=2)[CH:5]=[CH:6][CH:7]=1.C(OC([N:38]1[CH2:43][CH2:42][NH:41][CH2:40][C:39]1([CH3:45])[CH3:44])=O)(C)(C)C>>[CH3:44][C:39]1([CH3:45])[NH:38][CH2:43][CH2:42][N:41]([C:2]2[CH:3]=[C:4]([C:8]3[N:9]=[C:10]4[C:16]([C:17](=[O:22])[C:18]([CH3:20])([CH3:19])[CH3:21])=[CH:15][NH:14][C:11]4=[N:12][CH:13]=3)[CH:5]=[CH:6][CH:7]=2)[CH2:40]1. The product is CC1(CN(CCN1)C=1C=C(C=CC1)C=1N=C2C(=NC1)NC=C2C(C(C)(C)C)=O)C (1-{2-[3-(3,3-Dimethyl-piperazin-1-yl)-phenyl]-5H-pyrrolo[2,3-b]pyrazin-7-yl}-2,2-dimethyl-propan-1-one). Procedure details: 1-{2-[3-(3,3-Dimethyl-piperazin-1-yl)-phenyl]-5H-pyrrolo[2,3-b]pyrazin-7-yl}-2,2-dimethyl-propan-1-one was prepared starting from 1-[2-(3-iodo-phenyl)-5-(2-trimethylsilanyl-ethoxymethyl)-5H-pyrrolo[2,3-b]pyrazin-7-yl]-2,2-dimethyl-propan-1-one and 2,2-Dimethyl-piperazine-1-carboxylic acid tert-butyl ester following general procedures as described in these Examples. M+H=392. Reactants: IC=1C=C(C=CC1)C=1N=C2C(=NC1)N(C=C2C(C(C)(C)C)=O)COCC[Si](C)(C)C (1-[2-(3-iodo-phenyl)-5-(2-trimethylsilanyl-ethoxymethyl)-5H-pyrrolo[2,3-b]pyrazin-7-yl]-2,2-dimethyl-propan-1-one), C(C)(C)(C)OC(=O)N1C(CNCC1)(C)C (2,2-Dimethyl-piperazine-1-carboxylic acid tert-butyl ester). Reported procedure: Following the procedure of Example 76(a) except substituting methyl 3-hydroxybenzoate for methyl 4-hydroxybenzoate and 4-pyridylcarbinol for 3-dimethylamino-1-propanol, the title compound was prepared as a yellow solid (0.599 g, 2.5 mmol). MS(ESI): 244.1 (M+H)+. As a reaction SMILES: [OH:1][C:2]1[CH:11]=[CH:10][C:5]([C:6]([O:8][CH3:9])=[O:7])=[CH:4][CH:3]=1.[N:12]1[CH:17]=[CH:16][C:15](CO)=[CH:14][CH:13]=1.[CH3:20]N(C)CCCO>>[N:12]1[CH:13]=[CH:14][CH:15]=[CH:16][C:17]=1[CH2:20][O:1][C:2]1[CH:3]=[CH:4][C:5]([C:6]([O:8][CH3:9])=[O:7])=[CH:10][CH:11]=1. The reactants are OC1=CC=C(C(=O)OC)C=C1 (methyl 4-hydroxybenzoate), solid, N1=CC=C(C=C1)CO (4-pyridylcarbinol), CN(CCCO)C (3-dimethylamino-1-propanol). The product is N1=C(C=CC=C1)COC1=CC=C(C(=O)OC)C=C1 (methyl 4-pyridinylmethoxybenzoate). Starting materials: B(O)(O)C1=C(O[C@H](C(=O)O)C)C=CC(=C1)Cl (2-(2-Borono-4-chlorophenoxy)-(2S)-propanoic acid), FC(S(=O)(=O)OC1=C(C=C(C=C1)S(=O)(=O)C)F)(F)F (Trifluoromethanesulfonic acid, 2-fluoro-4-(methylsulfonyl)phenyl ester). Product: ClC=1C=CC(=C(C1)C1=C(C=C(C=C1)S(=O)(=O)C)F)O[C@H](C(=O)O)C ([[5-Chloro-2′-fluoro-4′-(methylsulfonyl)[1,1′-biphenyl]-2-yl]oxy]-(2S)-propanoic acid). Reaction SMILES: B([C:4]1[CH:15]=[C:14]([Cl:16])[CH:13]=[CH:12][C:5]=1[O:6][C@@H:7]([CH3:11])[C:8]([OH:10])=[O:9])(O)O.FC(F)(F)S(O[C:23]1[CH:28]=[CH:27][C:26]([S:29]([CH3:32])(=[O:31])=[O:30])=[CH:25][C:24]=1[F:33])(=O)=O>>[Cl:16][C:14]1[CH:13]=[CH:12][C:5]([O:6][C@@H:7]([CH3:11])[C:8]([OH:10])=[O:9])=[C:4]([C:23]2[CH:28]=[CH:27][C:26]([S:29]([CH3:32])(=[O:31])=[O:30])=[CH:25][C:24]=2[F:33])[CH:15]=1. Procedure: The title compound was prepared by the method of example 155 using the product from example 151 step (iv) and the product from example 149 step (i). Reactants: CCO, [H][H], CC(N=[N+]=[N-])c1cnccn1. The product is CC(N)c1cnccn1. Reaction SMILES: [CH3:14][CH2:15][OH:16].[H:12][H:13].[N:1](=[N+:2]=[N-:3])[CH:4]([CH3:5])[c:6]1[n:7][cH:8][cH:9][n:10][cH:11]1>>[NH2:1][CH:4]([CH3:5])[c:6]1[n:7][cH:8][cH:9][n:10][cH:11]1. Starting materials: CN(/C=C/C(=O)C1=NN(C=CC1=O)C1=CC=CC=C1)C (3-((E)-3-Dimethylamino-acryloyl)-1-phenyl-1H-pyridazin-4-one), FC(C=1C=C(C=CC1)NN)(F)F (3-(trifluoromethyl)-phenylhydrazine). The product is C1(=CC=CC=C1)N1N=C(C(C=C1)=O)C=1N(N=CC1)C1=CC(=CC=C1)C(F)(F)F (1-Phenyl-3-[2-(3-trifluoromethyl-phenyl)-2H-pyrazol-3-yl]-1H-pyridazin-4-one). The yield is 58.0%. RXN SMILES: C[N:2](C)/[CH:3]=[CH:4]/[C:5]([C:7]1[C:12](=[O:13])[CH:11]=[CH:10][N:9]([C:14]2[CH:19]=[CH:18][CH:17]=[CH:16][CH:15]=2)[N:8]=1)=O.[F:21][C:22]([F:32])([F:31])[C:23]1[CH:24]=[C:25]([NH:29]N)[CH:26]=[CH:27][CH:28]=1>>[C:14]1([N:9]2[CH:10]=[CH:11][C:12](=[O:13])[C:7]([C:5]3[N:29]([C:25]4[CH:26]=[CH:27][CH:28]=[C:23]([C:22]([F:21])([F:31])[F:32])[CH:24]=4)[N:2]=[CH:3][CH:4]=3)=[N:8]2)[CH:19]=[CH:18][CH:17]=[CH:16][CH:15]=1. Procedure: The product was obtained starting from 3-((E)-3-Dimethylamino-acryloyl)-1-phenyl-1H-pyridazin-4-one (A-1) and 3-(trifluoromethyl)-phenylhydrazine according to the method described for Example 1 in 58% yield. MS: M=383.0 (M+H)+ Reactants: C(CCCCCCCCC)(=O)O (Decanoic acid), C(C1=CC(OC)=C(O)C=C1)O (vanillyl alcohol). Run in C1(=CC=CC=C1)C (toluene). Reaction conditions: temperature 40 celsius, time 2 hour. Yields the product C(CCCCCCCCC)(=O)OCC1=CC(OC)=C(O)C=C1 (vanillyl decanoate). Yield: 98.1%. As a reaction SMILES: [C:1]([OH:12])(=[O:11])[CH2:2][CH2:3][CH2:4][CH2:5][CH2:6][CH2:7][CH2:8][CH2:9][CH3:10].[CH2:13](O)[C:14]1[CH:22]=[CH:21][C:19]([OH:20])=[C:16]([O:17][CH3:18])[CH:15]=1>C1(C)C=CC=CC=1>[C:1]([O:12][CH2:13][C:14]1[CH:22]=[CH:21][C:19]([OH:20])=[C:16]([O:17][CH3:18])[CH:15]=1)(=[O:11])[CH2:2][CH2:3][CH2:4][CH2:5][CH2:6][CH2:7][CH2:8][CH2:9][CH3:10]. Procedure: Decanoic acid (10.0 g, 58.1 mmol), vanillyl alcohol (8.05 g, 52.2 mmol), and lipase PS-C “Amano” I (enzyme immobilized on ceramic: 1.44 g) were measured and placed in a flask (500 ml), and toluene (200 ml) was added. Under an argon atmosphere, the mixture was heated with stirring in an oil bath at 40° C. for 2 hours. This reaction mixture was concentrated under reduced pressure, and dehydration was promoted by azeotropic effect. Toluene (150 ml) was further added to the concentrate, and the mixt...